From a dataset of the Open Reaction Database (ORD), a public repository of structured organic reaction records. describe an organic reaction: reactants, conditions, products, and yield Run at temperature 50 celsius. Product: CC1=CC=C(C(NC2=C(C=CC=C2)OC)=S)C=C1 (4-methyl-2'-methoxybenzothioanilide). The reactants are O (water), CC1=CC=C(C(=O)NC2=C(C=CC=C2)OC)C=C1 (4-methyl-2'-methoxybenzanilide), CC1=CC=C(C(=O)NC2=C(C=CC=C2)OC)C=C1 (4-Methyl-2'-methoxybenzanilide), COC=1C=CC(=CC1)P2(=S)SP(=S)(S2)C=3C=CC(=CC3)OC (Lawesson's reagent). Run in C1(=CC=CC=C1)C (toluene). RXN SMILES: [CH3:1][C:2]1[CH:18]=[CH:17][C:5]([C:6]([NH:8][C:9]2[CH:14]=[CH:13][CH:12]=[CH:11][C:10]=2[O:15][CH3:16])=O)=[CH:4][CH:3]=1.COC1C=CC(P2(SP(C3C=CC(OC)=CC=3)(=S)S2)=[S:28])=CC=1.O>C1(C)C=CC=CC=1>[CH3:1][C:2]1[CH:18]=[CH:17][C:5]([C:6](=[S:28])[NH:8][C:9]2[CH:14]=[CH:13][CH:12]=[CH:11][C:10]=2[O:15][CH3:16])=[CH:4][CH:3]=1. Procedure: The 4-methyl-2'-methoxybenzanilide (50.0 g) obtained in (1) was dissolved in 200 ml of toluene, and 46.1 g of Lawesson's reagent was added. The mixture was refluxed for 1 hour. After the reaction, the reaction mixture was cooled to about 50° C., and 200 ml of water was added. The mixture was further refluxed for 2 hours. The organic layer was separated, washed with water and dried over anhydrous magnesium sulfate. The solvent was evapoated under reduced pressure. The residue was recrystallized f... Yield: 108.8%. RXN SMILES: [CH3:1][C:2]1[O:6][N:5]=[C:4]([O:7][CH:8]([CH2:11][OH:12])[CH2:9][OH:10])[CH:3]=1.[O:13]1[CH:18]=[CH:17][CH2:16][CH2:15][CH2:14]1.C1(C)C=CC(S(O)(=O)=O)=CC=1.N1C=CC=CC=1>C(Cl)Cl>[O:13]1[CH2:18][CH2:17][CH2:16][CH2:15][CH:14]1[O:10][CH2:9][CH:8]([CH2:11][OH:12])[O:7][C:4]1[CH:3]=[C:2]([CH3:1])[O:6][N:5]=1 |f:2.3|. Product: O1C(CCCC1)OCC(OC1=NOC(=C1)C)CO ((2RS)-1-O-(2-Tetrahydropyranyl)-2-O-(5-methyl-3-isoxazolyl)glycerol). Starting materials: CC1=CC(=NO1)OC(CO)CO (2-O-(5-methyl-3-isoxazolyl)glycerol), O1CCCC=C1 (dihydropyran), C1(=CC=C(C=C1)S(=O)(=O)O)C.N1=CC=CC=C1 (pyridine p-toluenesulfonate). Procedure details: A solution of 11.26 g of 2-O-(5-methyl-3-isoxazolyl)glycerol (prepared as described in Preparation 20), 5.93 ml of dihydropyran and 0.15 g of pyridine p-toluenesulfonate in 110 ml of methylene chloride was stirred at room temperature for 14 hours. The solvent was removed by evaporation under reduced pressure, and then the residue was subjected to column chromatography through 350 g of silica gel. 3.32 g of the 1,3-ditetrahydropyranyl compound was first eluted with a 1:4 by volume mixture of ethy... The solvent is C(Cl)Cl (methylene chloride).